Dataset: the Open Reaction Database (ORD), a public repository of structured organic reaction records. Task: describe an organic reaction: reactants, conditions, products, and yield Reactants: 4-methoxy-α,α,α-trifluoroacetophenone, FC(F)(F)S(=O)(=O)O (trifluoromethyl sulfonic acid), C1(=CC=CC=C1)OC (anisole), parasubstituted phenyl, CCCCOC1=CC=C(C=C1)C(=O)CCN2CCCCC2.Cl (P-267), ( P-69 ), [K+].[Br-] (KBr), ( P-239 ). Product: COC1=CC=C(C=C1)C(C(F)(F)F)(C1=CC=C(C=C1)OC)C1=CC=C(C=C1)OC (1,1,1-Tris-(4-methoxyphenyl)-2,2,2-trifluoroethane). Reaction SMILES: [F:1][C:2](S(O)(=O)=O)([F:4])[F:3].[K+].[Br-].CCC[CH2:14][O:15][C:16]1[CH:21]=[CH:20][C:19]([C:22]([CH2:24][CH2:25]N2CCCCC2)=O)=[CH:18][CH:17]=1.Cl.[C:33]1([O:39][CH3:40])[CH:38]=[CH:37][CH:36]=[CH:35][CH:34]=1>>[CH3:40][O:39][C:33]1[CH:38]=[CH:37][C:36]([C:22]([C:19]2[CH:18]=[CH:17][C:16]([O:15][CH3:14])=[CH:21][CH:20]=2)([C:24]2[CH:25]=[CH:21][C:16]([O:15][CH3:14])=[CH:17][CH:18]=2)[C:2]([F:4])([F:3])[F:1])=[CH:35][CH:34]=1 |f:1.2,3.4|. Reported procedure: A solution of 9.0 g (0.044 mol) of 4-methoxy-α,α,α-trifluoroacetophenone, 90 ml of anisole and 5 ml of trifluoromethyl sulfonic acid was stirred for 48 hours. At the end of this period, the product was worked up as in Example 6 to give 14.2 g (80%) of white crystalline 9; m.p. 196°-197° C., IR (KBr) 3010 (C--H, ar), 2840 (OCH3), 1610 and 1510 (Ar), 1150 (C--F) 825 cm-1 (parasubstituted phenyl); NMR δ 3.80 (s, 3H), 6.75 (d, J=8 Hz, 2H); 7.05 (d, J=8 Hz 2H); mass spectrum m/e, 402 (parent ion), 33... The product is ClC1=C(C=C(/C=C/C(N)=NO)C=C1)C(F)(F)F ((E)-4-chloro-3-trifluoromethylcinnamamide oxime). As a reaction SMILES: [Cl:1][C:2]1[CH:11]=[CH:10][C:5]([CH:6]=[CH:7][C:8]#[N:9])=[CH:4][C:3]=1[C:12]([F:15])([F:14])[F:13].Cl.[NH2:17][OH:18].C(=O)([O-])[O-].[Na+].[Na+]>O.C(O)C>[Cl:1][C:2]1[CH:11]=[CH:10][C:5](/[CH:6]=[CH:7]/[C:8](=[N:17][OH:18])[NH2:9])=[CH:4][C:3]=1[C:12]([F:13])([F:14])[F:15] |f:1.2,3.4.5|. Yield: 40.1%. Reported procedure: 12.1 g (0.05 mol) of 4-chloro-3-trifluoromethylcinnamonitrile are added to a solution consisting of 7.2 g (0.10 mol) of hydroxylamine hydrochloride and 7.3 g (0.10 mol) of sodium carbonate in 100 ml of water and 100 ml of ethanol. The mixture is heated at reflux temperature until the reaction is complete (24 hours) and the whole batch is subsequently stirred into 250 ml of water. The solid material which separates off during this process is filtered off with suction, washed with a little water a... Reactants: ClC1=C(C=C(C=CC#N)C=C1)C(F)(F)F (4-chloro-3-trifluoromethylcinnamonitrile), Cl.NO (hydroxylamine hydrochloride), C([O-])([O-])=O.[Na+].[Na+] (sodium carbonate). Run in O (water), C(C)O (ethanol), O (water). Starting materials: CC[N+](CC)(CC)Cc1ccccc1, [Cl-], CC(C)C1C(=O)OC(=O)N1c1ccc(Cl)cc1, N#C[K], c1ccccc1. The product is CC(C)C(Nc1ccc(Cl)cc1)C(=O)O. Reaction SMILES: [CH2:28]([N+:29]([CH2:30][CH3:31])([CH2:32][CH3:33])[CH2:34][CH3:35])[c:36]1[cH:37][cH:38][cH:39][cH:40][cH:41]1.[Cl-:27].[Cl:1][c:2]1[cH:3][cH:4][c:5]([N:8]2[C:9](=[O:17])[O:10][C:11](=[O:16])[CH:12]2[CH:13]([CH3:14])[CH3:15])[cH:6][cH:7]1.[K:18][C:19]#[N:20].[cH:21]1[cH:22][cH:23][cH:24][cH:25][cH:26]1>>[Cl:1][c:2]1[cH:3][cH:4][c:5]([NH:8][CH:12]([C:11](=[O:10])[OH:16])[CH:13]([CH3:14])[CH3:15])[cH:6][cH:7]1. Starting materials: [OH-].[Na+] (sodium hydroxide), C(#N)C1=CC=C(C(=O)N=C2SC(=C(N2C)C)C(=O)OCC)C=C1 (ethyl 2-(4-cyanobenzoylimino)-3,4-dimethylthiazoline-5-carboxylate), C(Cl)Cl (methylene chloride). The solvent is CO (methanol). Run at time 17 hour. Product: C(#N)C1=CC=C(C(=O)N=C2SC(=C(N2C)C)C(=O)[O-])C=C1.[Na+] (sodium 2-(4-cyanobenzoylimino)-3,4-dimethylthiazoline-5-carboxylate). RXN SMILES: [OH-].[Na+:2].[C:3]([C:5]1[CH:25]=[CH:24][C:8]([C:9]([N:11]=[C:12]2[N:16]([CH3:17])[C:15]([CH3:18])=[C:14]([C:19]([O:21]CC)=[O:20])[S:13]2)=[O:10])=[CH:7][CH:6]=1)#[N:4].C(Cl)Cl>CO>[C:3]([C:5]1[CH:25]=[CH:24][C:8]([C:9]([N:11]=[C:12]2[N:16]([CH3:17])[C:15]([CH3:18])=[C:14]([C:19]([O-:21])=[O:20])[S:13]2)=[O:10])=[CH:7][CH:6]=1)#[N:4].[Na+:2] |f:0.1,5.6|. Procedure details: 10% Aqueous sodium hydroxide solution (48 ml) was added to a mixture of ethyl 2-(4-cyanobenzoylimino)-3,4-dimethylthiazoline-5-carboxylate (9.88 g), methylene chloride (250 ml) and methanol (250 ml), followed by stirring at room temperature for 17 hours. The reaction mixture was concentrated under reduced pressure, and the precipitated crystals were collected by filtration to give sodium 2-(4-cyanobenzoylimino)-3,4-dimethylthiazoline-5-carboxylate (10.0 g). Reactants: COC=1C=C(C=C(C1)OC)O (3,5-dimethoxyphenol), BrCC(=O)C1=CC(=C(C(=C1)OC)OC)OC (2-bromo-1-(3,4,5-trimethoxyphenyl)ethanone). The product is COC1=CC(=CC2=C1C=C(O2)C2=CC(=C(C(=C2)OC)OC)OC)OC (4,6-dimethoxy-2-(3,4,5-trimethoxyphenyl)-1-benzofuran). Yield: 75.0%. As a reaction SMILES: [CH3:1][O:2][C:3]1[CH:4]=[C:5](O)[CH:6]=[C:7]([O:9][CH3:10])[CH:8]=1.Br[CH2:13][C:14]([C:16]1[CH:21]=[C:20]([O:22][CH3:23])[C:19]([O:24][CH3:25])=[C:18]([O:26][CH3:27])[CH:17]=1)=[O:15]>>[CH3:1][O:2][C:3]1[C:4]2[CH:13]=[C:14]([C:16]3[CH:21]=[C:20]([O:22][CH3:23])[C:19]([O:24][CH3:25])=[C:18]([O:26][CH3:27])[CH:17]=3)[O:15][C:5]=2[CH:6]=[C:7]([O:9][CH3:10])[CH:8]=1. Procedure details: This compound was prepared using Method A from 3,5-dimethoxyphenol and 2-bromo-1-(3,4,5-trimethoxyphenyl)ethanone: Yield 75% following procedure A.2; m.p. 131-132° C.; IR 2960, 1619, 1497, 1227, 1203, 1134, 1110 cm−1; 1H-NMR (500 MHz, δ ppm, CDCl3) 7.04 (s, 2H), 7.00 (s, 1H), 6.74 (s, 1H), 6.36 (d, J=1.8 Hz, 1H), 3.97 (s, 6H), 3.95 (s, 3H), 3.91 (s, 3H), 3.89 (s, 3H); 13C-NMR (126 MHz, δ ppm, CDCl3) 159.4, 156.7, 153.8, 153.7, 153.6, 138.4, 126.6, 113.5, 101.9, 98.7, 94.6, 88.5, 61.2, 56.4, 56.0... Reactants: IC1=CC=C(C=C1)CN1C(=NC2=C1C(CCC2)C(C(=O)OC)(C(=O)[O-])C(=O)[O-])C(C)C (Methyl [1-[(4-iodophenyl)methyl]-2-(1-methylethyl)-4,5,6,7-tetrahydro-1H-benzimidazol-7-yl]methanetricarboxylate), [OH-].[Na+] (Sodium Hydroxide), C(C)(=O)O (acetic acid). The solvent is C(C)O (Ethanol). Reaction conditions: temperature 80 celsius, time 3 hour. The product is C(C)(=O)O.IC1=CC=C(C=C1)CN1C(=NC2=C1C(CCC2)CC(=O)O)C(C)C ([1-[(4-iodophenyl)methyl]-2-(1-methylethyl)-4,5,6,7-tetrahydro-1H-benzimidazol-7-yl]acetic acid acetate). Isolated yield 132.4%. As a reaction SMILES: [I:1][C:2]1[CH:7]=[CH:6][C:5]([CH2:8][N:9]2[C:13]3[CH:14]([C:18](C([O-])=O)(C([O-])=O)[C:19]([O:21]C)=[O:20])[CH2:15][CH2:16][CH2:17][C:12]=3[N:11]=[C:10]2[CH:29]([CH3:31])[CH3:30])=[CH:4][CH:3]=1.[OH-].[Na+].C(O)(=O)C>C(O)C>[C:19]([OH:21])(=[O:20])[CH3:18].[I:1][C:2]1[CH:3]=[CH:4][C:5]([CH2:8][N:9]2[C:13]3[CH:14]([CH2:18][C:19]([OH:21])=[O:20])[CH2:15][CH2:16][CH2:17][C:12]=3[N:11]=[C:10]2[CH:29]([CH3:31])[CH3:30])=[CH:6][CH:7]=1 |f:1.2,5.6|. Reported procedure: To a stirred solution of Intermediate 89 (11.1 g) in Ethanol (150 mL) was added 2M Aqueous Sodium Hydroxide (36.4 mL). The reaction mixture was then stirred at 80° C. and under nitrogen for 3 h. The reaction mixture was concentrated in vacuo, glacial acetic acid (41.6 mL, 727 mmol) added and allowed to stir at 120° C. and under nitrogen for 2 h. The reaction mixture was concentrated under vacuum. The white solid was suspended and stirred in ether (500 mL) for 5 mins. The white solid was filtered...